Dataset: the Open Reaction Database (ORD), a public repository of structured organic reaction records. Task: describe an organic reaction: reactants, conditions, products, and yield Reactants: O=C1CCc2cc(Br)cnc2N1, C=C[Sn](CCCC)(CCCC)CCCC, CN(C)C=O. Yields the product C=Cc1cnc2c(c1)CCC(=O)N2. RXN SMILES: [Br:1][c:2]1[cH:3][c:4]2[c:9]([n:10][cH:11]1)[NH:8][C:7](=[O:12])[CH2:6][CH2:5]2.[CH2:13]([CH2:14][CH2:26][CH3:27])[Sn:15]([CH2:16][CH2:17][CH2:18][CH3:19])([CH2:20][CH2:21][CH2:22][CH3:23])[CH:24]=[CH2:25].[O:28]=[CH:29][N:30]([CH3:31])[CH3:32]>>[c:2]1([CH:13]=[CH2:14])[cH:3][c:4]2[c:9]([n:10][cH:11]1)[NH:8][C:7](=[O:12])[CH2:6][CH2:5]2. The reactants are Br, Br, CC(=O)O, CCC(=O)c1ccc(Cl)cc1. Product: CC(Br)C(=O)c1ccc(Cl)cc1. As a reaction SMILES: [Br:13].[BrH:12].[CH3:14][C:15](=[O:16])[OH:17].[Cl:1][c:2]1[cH:3][cH:4][c:5]([C:8]([CH2:9][CH3:10])=[O:11])[cH:6][cH:7]1>>[Cl:1][c:2]1[cH:3][cH:4][c:5]([C:8]([CH:9]([CH3:10])[Br:12])=[O:11])[cH:6][cH:7]1. The reactants are CC1(CN(CCC1)C(=O)C1N(C(C(C1)S(=O)(=O)C1=CC=CC=C1)C1=C(C=CC=C1)F)C(CNC(NC=1C=C(C(=O)OCC2=CC=CC=C2)C=CC1)=O)=O)C (benzyl (2RS,4SR,5RS)-3-{3-[2-(2-(3,3-dimethylpiperidino)carbonyl-5-(2-fluorophenyl)-4-phenylsulphonyl-1-pyrrolidinyl)-2-oxoethyl]ureido}benzoate). Reagents/catalysts: [Pd] (palladium-on-charcoal). Run in C(C)O (ethanol). Yields the product CC1(CN(CCC1)C(=O)C1N(C(C(C1)S(=O)(=O)C1=CC=CC=C1)C1=C(C=CC=C1)F)C(CNC(NC=1C=C(C(=O)O)C=CC1)=O)=O)C ((2RS,4SR,5RS)-3-{3-[2-(2-(3,3-dimethylpiperidino)carbonyl-5-(2-fluorophenyl)-4-phenylsulphonyl-1-pyrrolidinyl)-2-oxoethyl]ureido}benzoic acid). The yield is 34.7%. RXN SMILES: [CH3:1][C:2]1([CH3:54])[CH2:7][CH2:6][CH2:5][N:4]([C:8]([CH:10]2[CH2:14][CH:13]([S:15]([C:18]3[CH:23]=[CH:22][CH:21]=[CH:20][CH:19]=3)(=[O:17])=[O:16])[CH:12]([C:24]3[CH:29]=[CH:28][CH:27]=[CH:26][C:25]=3[F:30])[N:11]2[C:31](=[O:53])[CH2:32][NH:33][C:34](=[O:52])[NH:35][C:36]2[CH:37]=[C:38]([CH:49]=[CH:50][CH:51]=2)[C:39]([O:41]CC2C=CC=CC=2)=[O:40])=[O:9])[CH2:3]1>C(O)C.[Pd]>[CH3:1][C:2]1([CH3:54])[CH2:7][CH2:6][CH2:5][N:4]([C:8]([CH:10]2[CH2:14][CH:13]([S:15]([C:18]3[CH:19]=[CH:20][CH:21]=[CH:22][CH:23]=3)(=[O:16])=[O:17])[CH:12]([C:24]3[CH:29]=[CH:28][CH:27]=[CH:26][C:25]=3[F:30])[N:11]2[C:31](=[O:53])[CH2:32][NH:33][C:34](=[O:52])[NH:35][C:36]2[CH:37]=[C:38]([CH:49]=[CH:50][CH:51]=2)[C:39]([OH:41])=[O:40])=[O:9])[CH2:3]1. Procedure: A The reaction is carried out in a way analogous to that described in Example 2A, but from 3.6 g of benzyl (2RS,4SR,5RS)-3-{3-[2-(2-(3,3-dimethylpiperidino)carbonyl-5-(2-fluorophenyl)-4-phenylsulphonyl-1-pyrrolidinyl)-2-oxoethyl]ureido}benzoate and 0.35 g of 10% palladium-on-charcoal in 200 cm3 of ethanol. After treatment, there are obtained 1.1 g of (2RS,4SR,5RS)-3-{3-[2-(2-(3,3-dimethylpiperidino)carbonyl-5-(2-fluorophenyl)-4-phenylsulphonyl-1-pyrrolidinyl)-2-oxoethyl]ureido}benzoic acid [Rf =... Reactants: O=C1Cc2ccccc2N1, O, O=C1CCCc2[nH]ccc21. Product: O=C1Nc2ccccc2C1=C1CCCc2[nH]ccc21. As a reaction SMILES: [NH:11]1[C:12](=[O:20])[CH2:13][c:14]2[cH:15][cH:16][cH:17][cH:18][c:19]21.[OH2:21].[nH:1]1[cH:2][cH:3][c:4]2[c:9]1[CH2:8][CH2:7][CH2:6][C:5]2=[O:10]>>[nH:1]1[cH:2][cH:3][c:4]2[c:9]1[CH2:8][CH2:7][CH2:6][C:5]2=[C:13]1[C:12](=[O:20])[NH:11][c:19]2[c:14]1[cH:15][cH:16][cH:17][cH:18]2.